This data is from the Open Reaction Database (ORD), a public repository of structured organic reaction records. The task is: describe an organic reaction: reactants, conditions, products, and yield Reactants: C([O-])([O-])=O.[K+].[K+] (potassium carbonate), [I-].[Na+] (sodium iodide), [N+](=O)([O-])C1=CC=C(C=C1)C=1CCNCC1 (4-(4-nitrophenyl)-1,2,3,6-tetrahydropyridine), ClCC[C@H](C1=CC=CC=C1)OC1=CC(=C(C=C1)OC)OC (4-{[(1R)-3-chloro-1-phenylpropyl]oxy}-1,2-dimethoxybenzene). The solvent is CN(C)C=O (DMF), O (water). Conditions: temperature 100 celsius, time 3 hour. Product: COC=1C=C(O[C@H](CCN2CCC(=CC2)C2=CC=C(C=C2)[N+](=O)[O-])C2=CC=CC=C2)C=CC1OC (1-[(3R)-3-(3,4-DIMETHOXYPHENOXY)-3-PHENYLPROPYL]-4-(4-NITROPHENYL)-1,2,3,6-TETRAHYDROPYRIDINE). Yield: 76.4%. As a reaction SMILES: C(=O)([O-])[O-].[K+].[K+].[I-].[Na+].[N+:9]([C:12]1[CH:17]=[CH:16][C:15]([C:18]2[CH2:19][CH2:20][NH:21][CH2:22][CH:23]=2)=[CH:14][CH:13]=1)([O-:11])=[O:10].Cl[CH2:25][CH2:26][C@@H:27]([O:34][C:35]1[CH:40]=[CH:39][C:38]([O:41][CH3:42])=[C:37]([O:43][CH3:44])[CH:36]=1)[C:28]1[CH:33]=[CH:32][CH:31]=[CH:30][CH:29]=1>CN(C=O)C.O>[CH3:44][O:43][C:37]1[CH:36]=[C:35]([CH:40]=[CH:39][C:38]=1[O:41][CH3:42])[O:34][C@@H:27]([C:28]1[CH:33]=[CH:32][CH:31]=[CH:30][CH:29]=1)[CH2:26][CH2:25][N:21]1[CH2:20][CH:19]=[C:18]([C:15]2[CH:16]=[CH:17][C:12]([N+:9]([O-:11])=[O:10])=[CH:13][CH:14]=2)[CH2:23][CH2:22]1 |f:0.1.2,3.4|. Procedure details: A mixture of potassium carbonate (24.0 mg, 0.174 mmol), sodium iodide (39.0 mg, 0.260 mmol), 4-(4-nitrophenyl)-1,2,3,6-tetrahydropyridine (35.4 mg, 0.174 mmol) and 4-{[(1R)-3-chloro-1-phenylpropyl]oxy}-1,2-dimethoxybenzene (53.4 mg, 0.174 mmol) in DMF (0.5 mL) was stirred at 100° C. for 3 hrs, at which time TLC indicated that the reaction was complete. The reaction mixture was poured into water (5.0 mL) and the aqueous layer was extracted with methylene chloride (3×30 mL). The combined organic e... The reactants are FC(S(=O)(=O)O)(F)F (trifluoromethanesulfonic acid), NC=1C(=C(C(=CC1F)Cl)O)CC(=C)Cl (3-Amino-6-chloro-2-(2-chloro-2-propenyl)-4-fluorophenol), [OH-].[Na+] (NaOH). Run in C(Cl)(Cl)Cl (chloroform). Run at time 5 minute. Yields the product NC1=C(C=C(C=2OC(=CC21)C)Cl)F (4-amino-7-chloro-5-fluoro-2-methylbenzo[b]furan). Isolated yield 86.2%. Reaction SMILES: [NH2:1][C:2]1[C:3]([CH2:11][C:12](Cl)=[CH2:13])=[C:4]([OH:10])[C:5]([Cl:9])=[CH:6][C:7]=1[F:8].FC(F)(F)S(O)(=O)=O.[OH-].[Na+]>C(Cl)(Cl)Cl>[NH2:1][C:2]1[C:3]2[CH:11]=[C:12]([CH3:13])[O:10][C:4]=2[C:5]([Cl:9])=[CH:6][C:7]=1[F:8] |f:2.3|. Procedure details: 3-Amino-6-chloro-2-(2-chloro-2-propenyl)-4-fluorophenol (4.8 g) was dissolved in chloroform (20 ml), and trifluoromethanesulfonic acid (4.6 g)was dropwise added thereto at 5° C. for 5 minutes, followed by stirring at room temperature for 5 hours. After completion of the reaction, the reaction mixture was poured into a 5% NaOH solution (30 ml) at 5° C. and extracted with ethyl acetate. The organic layer was dried and concentrated to give 4-amino-7-chloro-5-fluoro-2-methylbenzo[b]furan (3.5 g; yie... The reactants are ClC1=C(C(=O)NCC23CC4CC(CC(C2)C4)C3)C=C(C=C1)CCCOS(=O)(=O)C (2-chloro-5-[3-[(methylsulfonyl)oxy]propyl]-N-(tricyclo(3.3.1.13,7]dec-1-ylmethyl)-benzamide), NCCC1=CNC=N1 (histamine). Product: ClC1=C(C(=O)NCC23CC4CC(CC(C2)C4)C3)C=C(C=C1)CCCNCCC=1N=CNC1 (2-Chloro-5-[3-[[2-(1H-imidazol-4-yl)ethyl]amino]propyl]-N-(tricyclo [3.3.1.13,7]dec-1-ylmethyl)benzamide). As a reaction SMILES: [Cl:1][C:2]1[CH:21]=[CH:20][C:19]([CH2:22][CH2:23][CH2:24]OS(C)(=O)=O)=[CH:18][C:3]=1[C:4]([NH:6][CH2:7][C:8]12[CH2:17][CH:12]3[CH2:13][CH:14]([CH2:16][CH:10]([CH2:11]3)[CH2:9]1)[CH2:15]2)=[O:5].[NH2:30][CH2:31][CH2:32][C:33]1[N:37]=[CH:36][NH:35][CH:34]=1>>[Cl:1][C:2]1[CH:21]=[CH:20][C:19]([CH2:22][CH2:23][CH2:24][NH:30][CH2:31][CH2:32][C:33]2[N:37]=[CH:36][NH:35][CH:34]=2)=[CH:18][C:3]=1[C:4]([NH:6][CH2:7][C:8]12[CH2:15][CH:14]3[CH2:16][CH:10]([CH2:11][CH:12]([CH2:13]3)[CH2:17]1)[CH2:9]2)=[O:5]. Reported procedure: Synthesized from 2-chloro-5-[3-[(methylsulfonyl)oxy]propyl]-N-(tricyclo(3.3.1.13,7]dec-1-ylmethyl)-benzamide (Example 6e, 1 mg) and histamine according to the procedure described in Example 6f to afford the title compound. Reactants: FC1=C(C(=CC=C1)OC)[Li] (2-fluoro-6-methoxylithiobenzene), C1=CC=CC=C1 (benzene), C(=O)(OC)CCC(=O)Cl (β-carbomethoxypropionyl chloride), [Cl-].[NH4+] (ammonium chloride). Solvent: CCOCC (ether). Product: FC1=C(C(=O)CCC(=O)OC)C(=CC=C1)OC (methyl 3-(2-fluoro-6-methoxybenzoyl)propionate). As a reaction SMILES: [F:1][C:2]1[CH:7]=[CH:6][CH:5]=[C:4]([O:8][CH3:9])[C:3]=1[Li].C1C=CC=CC=1.[C:17]([CH2:21][CH2:22][C:23](Cl)=[O:24])([O:19][CH3:20])=[O:18].[Cl-].[NH4+]>CCOCC>[F:1][C:2]1[CH:7]=[CH:6][CH:5]=[C:4]([O:8][CH3:9])[C:3]=1[C:23]([CH2:22][CH2:21][C:17]([O:19][CH3:20])=[O:18])=[O:24] |f:3.4|. Procedure: A cold solution of 2-fluoro-6-methoxylithiobenzene in ether was added to a cold dilute benzene solution of β-carbomethoxypropionyl chloride and the resulting complex was decomposed with ammonium chloride solution to give methyl 3-(2-fluoro-6-methoxybenzoyl)propionate. Yield: 72.0%. Run at temperature 0 celsius. The solvent is C(C)(=O)OCC (ethyl acetate). RXN SMILES: [C:1]([O:5][C:6](=[O:51])[CH2:7][N:8]1[CH2:13][CH2:12][N:11]([C:14](=[O:38])[C@@H:15]([NH:25][C:26](=[O:37])[C:27]2[CH:32]=[CH:31][C:30]([NH:33][C:34]([NH2:36])=[NH:35])=[CH:29][CH:28]=2)[CH2:16][C:17]2[CH:22]=[CH:21][C:20]([O:23][CH3:24])=[CH:19][CH:18]=2)[C@@H:10]([CH2:39][CH2:40][CH2:41][NH:42][C:43]([O:45][C:46]([CH3:49])([CH3:48])[CH3:47])=[O:44])[C:9]1=[O:50])([CH3:4])([CH3:3])[CH3:2].[OH-:52].[Na+].[CH3:54][O:55][C:56](Cl)=[O:57].Cl.O1C[CH2:64][O:63][CH2:62]C1>C(OCC)(=O)C>[C:1]([O:5][C:6](=[O:51])[CH2:7][N:8]1[CH2:13][CH2:12][N:11]([C:14](=[O:38])[C@@H:15]([NH:25][C:26](=[O:37])[C:27]2[CH:28]=[CH:29][C:30]([N:33]([C:64]([O:63][CH3:62])=[O:52])[C:34]([NH:36][C:56]([O:55][CH3:54])=[O:57])=[NH:35])=[CH:31][CH:32]=2)[CH2:16][C:17]2[CH:18]=[CH:19][C:20]([O:23][CH3:24])=[CH:21][CH:22]=2)[C@@H:10]([CH2:39][CH2:40][CH2:41][NH:42][C:43]([O:45][C:46]([CH3:49])([CH3:48])[CH3:47])=[O:44])[C:9]1=[O:50])([CH3:3])([CH3:2])[CH3:4] |f:1.2|. Yields the product C(C)(C)(C)OC(CN1C([C@@H](N(CC1)C([C@H](CC1=CC=C(C=C1)OC)NC(C1=CC=C(C=C1)N(C(=N)NC(=O)OC)C(=O)OC)=O)=O)CCCNC(=O)OC(C)(C)C)=O)=O ((S,S)-3-(3-t-butoxycarbonylaminopropyl)-4-[2-[4-(1,3-dimethoxycarbonylguanidino)benzoylamino]-3-(4-methoxyphenyl)propionyl]-2-oxopiperazine-1-acetic acid t-butyl ester). Reported procedure: In methanol (6.6 ml) was dissolved (S,S)-[4-[2-benzyloxycarbonylamino-3-(4-methoxyphenyl)propionyl]-3-(3-t-butoxycarbonylaminopropyl)-2-oxopiperazin-1-yl]acetic acid t-butyl ester (another name: (S,S)-4-[2-benzyloxycarbonylamino-3-(4-methoxyphenyl)propionyl]-3-(3-t-butoxycarbonylaminopropyl)-2-oxopiperazine-1-acetic acid t-butyl ester) (0.66 g, 0.97 mmol) produced in Reference Example 5. To the solution was added 10% Pd--C (0.26 g), and the mixture was stirred for one hour under hydrogen atmosph... Starting materials: C(C)(C)(C)OC(CN1C([C@@H](N(CC1)C([C@H](CC1=CC=C(C=C1)OC)NC(C1=CC=C(C=C1)NC(=N)N)=O)=O)CCCNC(=O)OC(C)(C)C)=O)=O ((S,S)-3-(3-t-butoxycarbonylaminopropyl)-4-[2-(4-guanidinobenzoylamino)-3-(4-methoxyphenyl)propionyl]-2-oxopiperazine-1-acetic acid t-butyl ester), Cl (HCl), O1CCOCC1 (1,4-dioxane), [OH-].[Na+] (NaOH), COC(=O)Cl (chlorocarbonic acid methyl ester). The reactants are [OH-].[Na+] (sodium hydroxide), N([C@@H]([C@H](O)C)C(=O)NCC(=O)OCC)C(=O)OC(C)(C)C (Boc-Thr-Gly-OEt), Cl (hydrochloric acid). Solvent: CO (methanol). Product: N([C@@H]([C@H](O)C)C(=O)NCC(=O)O)C(=O)OC(C)(C)C (Boc-Thr-Gly-OH). Yield: 59.2%. RXN SMILES: [NH:1]([C:15]([O:17][C:18]([CH3:21])([CH3:20])[CH3:19])=[O:16])[C@H:2]([C:6]([NH:8][CH2:9][C:10]([O:12]CC)=[O:11])=[O:7])[C@@H:3]([CH3:5])[OH:4].[OH-].[Na+].Cl>CO>[NH:1]([C:15]([O:17][C:18]([CH3:19])([CH3:21])[CH3:20])=[O:16])[C@H:2]([C:6]([NH:8][CH2:9][C:10]([OH:12])=[O:11])=[O:7])[C@@H:3]([CH3:5])[OH:4] |f:1.2|. Procedure details: The obtained compound (1) (10.0 g, 33 mmol) was dissolved in methanol (150 mL), and 1 N aqueous sodium hydroxide (33 mL, 33 mmol) was further added thereto, and then the mixture was reacted at room temperature for 3 hours with stirring. After completion of the reaction, the reaction solution was neutralized with 1 N hydrochloric acid, and objective substance was extracted with a mixed solvent of ethyl acetate and n-butanol (mixing ratio=7:3). The extracted objective substance was concentrated un... Reaction conditions: time 24 hour. The solvent is C(Cl)(Cl)Cl (chloroform), C(=O)([O-])[O-].[Na+].[Na+] (Na2CO3). Reactants: COC(CCC=1NC=NC1Cl)=O (3-(5-chloro-3H-imidazol-4-yl)-propionic acid methyl ester), C(C)(C)N(C(C)C)CC (N,N-diisopropylethylamine), ClCCl (dichloromethane), C[Si](CCOCCl)(C)C (2-(trimethylsilyl)ethoxymethyl chloride). Product: COC(CCC=1N(C=NC1Cl)COCC[Si](C)(C)C)=O (3-[5-chloro-3-(2-trimethylsilanyl-ethoxymethyl)-3H-imidazol-4-yl]-propionic acid methyl ester). As a reaction SMILES: [CH3:1][O:2][C:3](=[O:12])[CH2:4][CH2:5][C:6]1[NH:7][CH:8]=[N:9][C:10]=1[Cl:11].C(N(CC)C(C)C)(C)C.ClCCl.[CH3:25][Si:26]([CH3:33])([CH3:32])[CH2:27][CH2:28][O:29][CH2:30]Cl>C(Cl)(Cl)Cl.C([O-])([O-])=O.[Na+].[Na+]>[CH3:1][O:2][C:3](=[O:12])[CH2:4][CH2:5][C:6]1[N:7]([CH2:30][O:29][CH2:28][CH2:27][Si:26]([CH3:33])([CH3:32])[CH3:25])[CH:8]=[N:9][C:10]=1[Cl:11] |f:5.6.7|. Procedure: A mixture of 0.40 g of 3-(5-chloro-3H-imidazol-4-yl)-propionic acid methyl ester, 0.5 mL of N,N-diisopropylethylamine, 15 mL of dichloromethane and 0.4 mL of 2-(trimethylsilyl)ethoxymethyl chloride was stirred at room temperature for 24 h. The reaction mixture was diluted with 50 mL chloroform and 10 mL saturated aqueous Na2CO3 and the layers separated. The aqueous layer was extracted with 2×25 mL of chloroform and the combined organic layers dried over magnesium sulfate and concentrated under r... The reactants are FC1=CC=C(C=C1)CCCN1C(C2=CC=C(C=C2CC1)OCCN(C(C)=O)OC(C)=O)=O (2-[3-(4-Fluorophenyl)-propyl]-6-[2-(N-acetyloxy-N-acetylamino)-ethoxy]-1-oxo-1,2,3,4-tetrahydroisoquinoline), O.[OH-].[Li+] (lithium hydroxide monohydrate). Run in C(C)(C)O.O (isopropanol water), CCOCC (ether). The product is FC1=CC=C(C=C1)CCCN1C(C2=CC=C(C=C2CC1)OCCN(C(C)=O)O)=O (2-[3-(4-fluorophenyl)-propyl]-6-[2-(N-hydroxy-N-acetylamino)-ethoxy]-1-oxo-1,2,3,4-tetrahydroisoquinoline). Reaction SMILES: [F:1][C:2]1[CH:7]=[CH:6][C:5]([CH2:8][CH2:9][CH2:10][N:11]2[CH2:20][CH2:19][C:18]3[C:13](=[CH:14][CH:15]=[C:16]([O:21][CH2:22][CH2:23][N:24]([O:28]C(=O)C)[C:25](=[O:27])[CH3:26])[CH:17]=3)[C:12]2=[O:32])=[CH:4][CH:3]=1.O.[OH-].[Li+]>C(O)(C)C.O.CCOCC>[F:1][C:2]1[CH:7]=[CH:6][C:5]([CH2:8][CH2:9][CH2:10][N:11]2[CH2:20][CH2:19][C:18]3[C:13](=[CH:14][CH:15]=[C:16]([O:21][CH2:22][CH2:23][N:24]([OH:28])[C:25](=[O:27])[CH3:26])[CH:17]=3)[C:12]2=[O:32])=[CH:4][CH:3]=1 |f:1.2.3,4.5|. Procedure: 2-[3-(4-Fluorophenyl)-propyl]-6-[2-(N-acetyloxy-N-acetylamino)-ethoxy]-1-oxo-1,2,3,4-tetrahydroisoquinoline (2.0 g) is dissolved in 40 ml of an isopropanol/water mixture (1:1) and treated with 0.94 g (25 mmol) of lithium hydroxide monohydrate for 30 minutes at room temperature. The mixture is diluted with ether and the organic phase is removed. The aqueous layer is brought to pH of approximately 3 with 2N HCl, and extracted with ether. The combined acidic extracts are dried (MgSO4) and evaporate... Starting materials: C(C)(C)N (isopropylamine), 1-phenyl-3-(trifluoromethylpyrazole) 5-carboxyl chloride, C1(=CC=CC=C1)N1N=C(C=C1C(=O)Cl)C(F)(F)F (1-Phenyl-3-(trifluoromethyl)-1H-pyrazole-5-carbonyl chloride), CC1=C2C(C(=O)OC(N2)=O)=CC=C1 (3-methylisatoic anhydride). Solvent: N1=CC=CC=C1 (pyridine), CCOCC (ether), ClCCl (dichloromethane). Run at temperature 95 celsius. Yields the product CC1=C(C(=CC=C1)C(=O)NC(C)C)NC(=O)C1=CC(=NN1C1=CC=CC=C1)C(F)(F)F (N-[2-Methyl-6-[[(1-methylethyl)amino]carbonyl]phenyl]-1-phenyl-3-(trifluoromethyl)-1H-pyrazole-5-carboxamide). As a reaction SMILES: [CH3:1][C:2]1[CH:13]=[CH:12][CH:11]=[C:4]2[C:5]([O:7][C:8](=[O:10])[NH:9][C:3]=12)=O.[C:14]1([N:20]2[C:24](C(Cl)=O)=[CH:23][C:22]([C:28]([F:31])([F:30])[F:29])=[N:21]2)[CH:19]=[CH:18][CH:17]=[CH:16][CH:15]=1.[CH:32]([NH2:35])([CH3:34])[CH3:33]>N1C=CC=CC=1.ClCCl.CCOCC>[CH3:1][C:2]1[CH:13]=[CH:12][CH:11]=[C:4]([C:5]([NH:35][CH:32]([CH3:34])[CH3:33])=[O:7])[C:3]=1[NH:9][C:8]([C:24]1[N:20]([C:14]2[CH:15]=[CH:16][CH:17]=[CH:18][CH:19]=2)[N:21]=[C:22]([C:28]([F:29])([F:30])[F:31])[CH:23]=1)=[O:10]. Procedure details: A sample of 3-methylisatoic anhydride (0.30 g, 1.7 mmol) partially dissolved in pyridine (4.0 mL) was treated with 1-phenyl-3-(trifluoromethylpyrazole)-5-carboxyl chloride (i.e. the product of Step C) (0.55 g, 1.9 mmol). The mixture was heated to ˜95° C. for a period of 2 hours. The resulting orange solution was cooled to 29° C., then was treated with isopropylamine (1.00 g, 16.9 mmol). The reaction mass exothermically warmed to 39° C. It was further heated to 55° C. for a period of 30 minutes, ...